From a dataset of the Open Reaction Database (ORD), a public repository of structured organic reaction records. describe an organic reaction: reactants, conditions, products, and yield Starting materials: [Al+3], COc1cc(C(=O)Cl)cc(OC)c1OC, COc1ccc(-c2cc3ccccc3s2)cc1, CCOC(C)=O, [Cl-], [Cl-], [Cl-], ClCCl, O. The product is c1ccc2sccc2c1. As a reaction SMILES: [Al+3:34].[CH3:18][O:19][c:20]1[cH:21][c:22]([C:30]([Cl:31])=[O:32])[cH:23][c:24]([O:25][CH3:26])[c:27]1[O:28][CH3:29].[CH3:1][O:2][c:3]1[cH:4][cH:5][c:6](-[c:9]2[cH:10][c:11]3[c:12]([s:13]2)[cH:14][cH:15][cH:16][cH:17]3)[cH:7][cH:8]1.[CH3:41][CH2:42][O:43][C:44]([CH3:45])=[O:46].[Cl-:33].[Cl-:35].[Cl-:36].[Cl:38][CH2:39][Cl:40].[OH2:37]>>[cH:9]1[cH:10][c:11]2[c:12]([s:13]1)[cH:14][cH:15][cH:16][cH:17]2. The reactants are ClC=1C=CC(=C(C1)C1=CC=C2C=NC(=NN21)S(=O)C)OC (7-(5-Chloro-2-methoxy-phenyl)-2-methanesulfinyl-pyrrolo[2,1-f][1,2,4]triazine), COC=1C=C(N)C=CC1OC (3,4-dimethoxyaniline). The solvent is COCCO (2-Methoxyethanol). Reaction conditions: temperature 180 celsius. Yields the product ClC=1C=CC(=C(C1)C1=CC=C2C=NC(=NN21)NC2=CC(=C(C=C2)OC)OC)OC ([7-(5-Chloro-2-methoxy-phenyl)-pyrrolo[2,1-f][1,2,4]triazin-2-yl]-(3,4-dimethoxy-phenyl)-amine). Yield: 34.1%. As a reaction SMILES: [Cl:1][C:2]1[CH:3]=[CH:4][C:5]([O:20][CH3:21])=[C:6]([C:8]2[N:16]3[C:11]([CH:12]=[N:13][C:14](S(C)=O)=[N:15]3)=[CH:10][CH:9]=2)[CH:7]=1.[CH3:22][O:23][C:24]1[CH:25]=[C:26]([CH:28]=[CH:29][C:30]=1[O:31][CH3:32])[NH2:27]>COCCO>[Cl:1][C:2]1[CH:3]=[CH:4][C:5]([O:20][CH3:21])=[C:6]([C:8]2[N:16]3[C:11]([CH:12]=[N:13][C:14]([NH:27][C:26]4[CH:28]=[CH:29][C:30]([O:31][CH3:32])=[C:24]([O:23][CH3:22])[CH:25]=4)=[N:15]3)=[CH:10][CH:9]=2)[CH:7]=1. Procedure details: [7-(5-Chloro-2-methoxy-phenyl)-2-methanesulfinyl-pyrrolo[2,1-f][1,2,4]triazine (75.0 mg, 0.000233 mol) and 3,4-dimethoxyaniline (71.4 mg, 0.000466 mol) were dissolved in 2-Methoxyethanol (1.64 mL) and the reaction was heated at 180° C. until HPLC showed consumption of starting material. The reaction mixture was then reduced en vacuo and the product was isolated and purified by Gilson prep HPLC to afford 32.66 mg of [7-(5-Chloro-2-methoxy-phenyl)-pyrrolo[2,1-f][1,2,4]triazin-2-yl]-(3,4-dimethoxy-... Starting materials: BrCCCCBr, CC(C)(C)OC(=O)N1CCc2cc(O)ccc21, CC(C)=O, [K+], [K+], O=C([O-])[O-]. Product: CC(C)(C)OC(=O)N1CCc2cc(OCCCCBr)ccc21. RXN SMILES: [Br:24][CH2:25][CH2:26][CH2:27][CH2:28][Br:29].[C:1]([CH3:2])([CH3:3])([CH3:4])[O:5][C:6](=[O:7])[N:8]1[CH2:9][CH2:10][c:11]2[cH:12][c:13]([OH:17])[cH:14][cH:15][c:16]21.[CH3:30][C:31](=[O:32])[CH3:33].[K+:18].[K+:19].[O-:20][C:21]([O-:22])=[O:23]>>[C:1]([CH3:2])([CH3:3])([CH3:4])[O:5][C:6](=[O:7])[N:8]1[CH2:9][CH2:10][c:11]2[cH:12][c:13]([O:17][CH2:28][CH2:27][CH2:26][CH2:25][Br:24])[cH:14][cH:15][c:16]21. The reactants are [BH3-]C#N, O=C([O-])O, CO, CCOC(C)=O, CC(=O)O, Cc1cc(C=O)ccc1F, COC(=O)C1C2CCC(O2)C1N, [Na+], [Na+]. Product: COC(=O)C1C2CCC(O2)C1NCc1ccc(F)c(C)c1. RXN SMILES: [C:23]([BH3-:24])#[N:25].[C:27](=[O:28])([OH:29])[O-:30].[CH3:32][OH:33].[CH3:34][CH2:35][O:36][C:37](=[O:38])[CH3:39].[CH3:40][C:41](=[O:42])[OH:43].[F:13][c:14]1[c:15]([CH3:22])[cH:16][c:17]([CH:18]=[O:19])[cH:20][cH:21]1.[NH2:1][CH:2]1[CH:3]([C:9](=[O:10])[O:11][CH3:12])[CH:4]2[CH2:5][CH2:6][CH:7]1[O:8]2.[Na+:26].[Na+:31]>>[NH:1]([CH:2]1[CH:3]([C:9](=[O:10])[O:11][CH3:12])[CH:4]2[CH2:5][CH2:6][CH:7]1[O:8]2)[CH2:18][c:17]1[cH:16][c:15]([CH3:22])[c:14]([F:13])[cH:21][cH:20]1. Reactants: Cl (HCl), BrC1=C(C=C(C=C1)Br)F (1,4-dibromo-2-fluorobenzene), dichlorobis(triphenylphosphine) palladium (II), C(C)OC(=C)[Sn] ((1-ethoxyvinyl)tin), C1CCOC1 (THF). Reaction conditions: time 18 hour. The product is C(C)(=O)C1=CC(=C(C=C1)C(C)=O)F (1-(4-acetyl-2-fluorophenyl)ethan-1-one). The yield is 100.0%. Reaction SMILES: Br[C:2]1[CH:7]=[CH:6][C:5](Br)=[CH:4][C:3]=1[F:9].C([O:12][C:13]([Sn])=[CH2:14])C.Cl.C1C[O:20][CH2:19][CH2:18]1>>[C:19]([C:5]1[CH:6]=[CH:7][C:2]([C:13](=[O:12])[CH3:14])=[C:3]([F:9])[CH:4]=1)(=[O:20])[CH3:18] |^1:12|. Procedure: Into a 100 mL single neck flask were placed 1,4-dibromo-2-fluorobenzene (2.35 g, 9.2 mmol), dichlorobis(triphenylphosphine) palladium (II) (0.645 g, 0.92 mmol), tributyt (1-ethoxyvinyl)tin (10 g, 27.7 mmol), in THF (50 mL), and the mixture was heated at reflux while stirring for 18 hours. The reaction was cooled to room temperature and poured into 5N HCl (20 mL). The product was extracted with EtOAc and the organic layer was separated and washed twice with water, dried over anhydrous Na2SO4, fil... Reactants: CC(C)c1cc(Oc2c(Cl)cc(C(=O)N(C)CC(=O)O)cc2Cl)cc(Br)c1O, Cl, [Li+], C1CCOC1, [OH-]. Yields the product CC(C)c1cc(Oc2c(Cl)cc(C(=O)NCC(=O)O)cc2Cl)cc(Br)c1O. As a reaction SMILES: [CH3:3][N:4]([CH2:5][C:6](=[O:7])[OH:8])[C:9]([c:10]1[cH:11][c:12]([Cl:29])[c:13]([O:17][c:18]2[cH:19][c:20]([Br:28])[c:21]([OH:27])[c:22]([CH:24]([CH3:25])[CH3:26])[cH:23]2)[c:14]([Cl:16])[cH:15]1)=[O:30].[ClH:31].[Li+:1].[O:32]1[CH2:33][CH2:34][CH2:35][CH2:36]1.[OH-:2]>>[NH:4]([CH2:5][C:6](=[O:7])[OH:8])[C:9]([c:10]1[cH:11][c:12]([Cl:29])[c:13]([O:17][c:18]2[cH:19][c:20]([Br:28])[c:21]([OH:27])[c:22]([CH:24]([CH3:25])[CH3:26])[cH:23]2)[c:14]([Cl:16])[cH:15]1)=[O:30]. Starting materials: ClC1=NC=CC(=N1)Cl (2,4 dichlorpyrimidine), C(C)(C)OC=1C=C(C=CC1)B(O)O (3-isopropoxyphenylboronic acid), 249. Product: ClC1=NC=CC(=N1)C1=CC(=CC=C1)OC(C)C (2-Chloro-4-(3-isopropoxy-phenyl)-pyrimidine). As a reaction SMILES: [Cl:1][C:2]1[N:7]=[C:6](Cl)[CH:5]=[CH:4][N:3]=1.[CH:9]([O:12][C:13]1[CH:14]=[C:15](B(O)O)[CH:16]=[CH:17][CH:18]=1)([CH3:11])[CH3:10]>>[Cl:1][C:2]1[N:7]=[C:6]([C:17]2[CH:16]=[CH:15][CH:14]=[C:13]([O:12][CH:9]([CH3:11])[CH3:10])[CH:18]=2)[CH:5]=[CH:4][N:3]=1. Reported procedure: 2,4 dichlorpyrimidine was coupled with 3-isopropoxyphenylboronic acid following procedure A. LC-MS showed the product had the expected M+H+ of 249. The reactants are Cl.CO (HCl MeOH), FC(C(=O)N1CC2=CC(=CC(=C2CC1)I)[N+](=O)[O-])(F)F (2,2,2-Trifluoro-1-(5-iodo-7-nitro-3,4-dihydro-1H-isoquinolin-2-yl)ethanone), ClC1=C(C=CC=C1)B(O)O (2-chlorophenyl boronic acid), C([O-])([O-])=O.[K+].[K+] (potassium carbonate). Reagents/catalysts: C1(=CC=CC=C1)P(C1=CC=CC=C1)C1=CC=CC=C1.C1(=CC=CC=C1)P(C1=CC=CC=C1)C1=CC=CC=C1.C1(=CC=CC=C1)P(C1=CC=CC=C1)C1=CC=CC=C1.C1(=CC=CC=C1)P(C1=CC=CC=C1)C1=CC=CC=C1.[Pd] (palladium tetra(triphenyl phosphine)). The solvent is O (water), O.C(C)#N (acetonitrile water), ClCCl (dichloromethane), CCOCC (ether). Yields the product ClC1=C(C=CC=C1)C1=C2CCNCC2=CC(=C1)[N+](=O)[O-] (5-(2-chlorophenyl)-7-nitro-1,2,3,4-tetrahydroisoquinoline). RXN SMILES: FC(F)(F)C([N:5]1[CH2:14][CH2:13][C:12]2[C:7](=[CH:8][C:9]([N+:16]([O-:18])=[O:17])=[CH:10][C:11]=2I)[CH2:6]1)=O.[Cl:21][C:22]1[CH:27]=[CH:26][CH:25]=[CH:24][C:23]=1B(O)O.C(=O)([O-])[O-].[K+].[K+].Cl.CO>CCOCC.C1(P(C2C=CC=CC=2)C2C=CC=CC=2)C=CC=CC=1.C1(P(C2C=CC=CC=2)C2C=CC=CC=2)C=CC=CC=1.C1(P(C2C=CC=CC=2)C2C=CC=CC=2)C=CC=CC=1.C1(P(C2C=CC=CC=2)C2C=CC=CC=2)C=CC=CC=1.[Pd].ClCCl.O.O.C(#N)C>[Cl:21][C:22]1[CH:27]=[CH:26][CH:25]=[CH:24][C:23]=1[C:11]1[CH:10]=[C:9]([N+:16]([O-:18])=[O:17])[CH:8]=[C:7]2[C:12]=1[CH2:13][CH2:14][NH:5][CH2:6]2 |f:2.3.4,5.6,8.9.10.11.12,15.16|. Procedure: 2,2,2-Trifluoro-1-(5-iodo-7-nitro-3,4-dihydro-1H-isoquinolin-2-yl)ethanone (0.8 g, 2 mmoles) and 2-chlorophenyl boronic acid (0.31 g, 2 mmoles) were stirred with an acetonitrile water mixture (50:50, 28 mls). Anhydrous potassium carbonate (0.55 g, 4 mmoles) was then added under a stream of nitrogen. To this solution was then added palladium tetra(triphenyl phosphine) (tetrakis, 0.12 g, catalytic) and the solution heated (95° C.) for three hours. The reaction mixture was cooled to room temperatur...